This data is from the Open Reaction Database (ORD), a public repository of structured organic reaction records. The task is: describe an organic reaction: reactants, conditions, products, and yield Starting materials: Nc1nc(Cl)nc2c1ncn2Cc1ccccc1, CCCCO, COC(=O)CN, CCN(C(C)C)C(C)C, Cl. Yields the product COC(=O)CNc1nc(N)c2ncn(Cc3ccccc3)c2n1. Reaction SMILES: [CH2:1]([c:2]1[cH:3][cH:4][cH:5][cH:6][cH:7]1)[n:8]1[c:9]2[n:10][c:11]([Cl:18])[n:12][c:13]([NH2:17])[c:14]2[n:15][cH:16]1.[CH2:35]([OH:36])[CH2:37][CH2:38][CH3:39].[CH3:20][O:21][C:22]([CH2:23][NH2:24])=[O:25].[CH:26]([N:27]([CH:28]([CH3:29])[CH3:30])[CH2:31][CH3:32])([CH3:33])[CH3:34].[ClH:19]>>[CH2:1]([c:2]1[cH:3][cH:4][cH:5][cH:6][cH:7]1)[n:8]1[c:9]2[n:10][c:11]([NH:24][CH2:23][C:22]([O:21][CH3:20])=[O:25])[n:12][c:13]([NH2:17])[c:14]2[n:15][cH:16]1.